Dataset: the Open Reaction Database (ORD), a public repository of structured organic reaction records. Task: describe an organic reaction: reactants, conditions, products, and yield The reactants are O (water), [H-].[Na+] (NaH), ClC1=CC(=NC=N1)NN1C=C(C2=CC=CC=C12)C (6-chloro-N-(3-methyl-1H-indol-1-yl)-4-pyrimidinamine), BrCCC (1-bromopropane). Solvent: CN(C=O)C (dimethylformamide), CN(C)C=O (DMF), CN(C)C=O (DMF). Run at time 5 minute. Yields the product ClC1=CC(=NC=N1)N(CCC)N1C=C(C2=CC=CC=C12)C (6-Chloro-N-(3-methyl-1H-indol-1-yl)-N-propyl-4-pyrimidinamine). Reaction SMILES: [H-].[Na+].[Cl:3][C:4]1[N:9]=[CH:8][N:7]=[C:6]([NH:10][N:11]2[C:19]3[C:14](=[CH:15][CH:16]=[CH:17][CH:18]=3)[C:13]([CH3:20])=[CH:12]2)[CH:5]=1.Br[CH2:22][CH2:23][CH3:24].O>CN(C)C=O>[Cl:3][C:4]1[N:9]=[CH:8][N:7]=[C:6]([N:10]([N:11]2[C:19]3[C:14](=[CH:15][CH:16]=[CH:17][CH:18]=3)[C:13]([CH3:20])=[CH:12]2)[CH2:22][CH2:23][CH3:24])[CH:5]=1 |f:0.1|. Reported procedure: To a suspension of NaH (60% in oil, 1.52 g) in 40 ml dimethylformamide (hereafter DMF) at ice bath temperature was added 9.0 g of 6-chloro-N-(3-methyl-1H-indol-1-yl)-4-pyrimidinamine dropwise, in 50 ml DMF. After addition was complete, the reaction was stirred for 5 minutes and then 3.45 ml of 1-bromopropane was added dropwise to the cool mixture. Reaction was allowed to proceed for 4 hours at room temperature. The mixture was then poured into water and extracted with ethyl acetate. The organic ... The reactants are CNc1ncc2cc(B3OC(C)(C)C(C)(C)O3)ccc2n1, Cc1nc(Nc2cccc(OC(F)(F)F)c2)c2ccc(C)c(I)c2n1, [Na+], [Na+], O=C([O-])[O-], C1COCCO1, [Pd], c1ccc(P(c2ccccc2)c2ccccc2)cc1, c1ccc(P(c2ccccc2)c2ccccc2)cc1, c1ccc(P(c2ccccc2)c2ccccc2)cc1, c1ccc(P(c2ccccc2)c2ccccc2)cc1. Yields the product CNc1ncc2cc(-c3c(C)ccc4c(Nc5cccc(OC(F)(F)F)c5)nc(C)nc34)ccc2n1. As a reaction SMILES: [CH3:26][NH:27][c:28]1[n:29][c:30]2[cH:31][cH:32][c:33]([B:38]3[O:39][C:40]([CH3:41])([CH3:42])[C:43]([CH3:44])([CH3:45])[O:46]3)[cH:34][c:35]2[cH:36][n:37]1.[I:1][c:2]1[c:3]([CH3:25])[cH:4][cH:5][c:6]2[c:7]([NH:13][c:14]3[cH:15][c:16]([O:20][C:21]([F:22])([F:23])[F:24])[cH:17][cH:18][cH:19]3)[n:8][c:9]([CH3:12])[n:10][c:11]12.[Na+:47].[Na+:48].[O-:49][C:50](=[O:51])[O-:52].[O:130]1[CH2:131][CH2:132][O:133][CH2:134][CH2:135]1.[Pd:53].[c:111]1([P:112]([c:113]2[cH:114][cH:115][cH:116][cH:117][cH:118]2)[c:119]2[cH:120][cH:121][cH:122][cH:123][cH:124]2)[cH:125][cH:126][cH:127][cH:128][cH:129]1.[c:54]1([P:55]([c:56]2[cH:57][cH:58][cH:59][cH:60][cH:61]2)[c:62]2[cH:63][cH:64][cH:65][cH:66][cH:67]2)[cH:68][cH:69][cH:70][cH:71][cH:72]1.[c:73]1([P:74]([c:75]2[cH:76][cH:77][cH:78][cH:79][cH:80]2)[c:81]2[cH:82][cH:83][cH:84][cH:85][cH:86]2)[cH:87][cH:88][cH:89][cH:90][cH:91]1.[c:92]1([P:93]([c:94]2[cH:95][cH:96][cH:97][cH:98][cH:99]2)[c:100]2[cH:101][cH:102][cH:103][cH:104][cH:105]2)[cH:106][cH:107][cH:108][cH:109][cH:110]1>>[c:2]1(-[c:33]2[cH:32][cH:31][c:30]3[n:29][c:28]([NH:27][CH3:26])[n:37][cH:36][c:35]3[cH:34]2)[c:3]([CH3:25])[cH:4][cH:5][c:6]2[c:7]([NH:13][c:14]3[cH:15][c:16]([O:20][C:21]([F:22])([F:23])[F:24])[cH:17][cH:18][cH:19]3)[n:8][c:9]([CH3:12])[n:10][c:11]12. Reactants: FC1=C(C=CC(=C1)F)C(C(=O)NC1=C(C=CC=C1)O)N1C([C@H](NC([C@H]1CC(C)C)=O)C1CC2=CC=CC=C2C1)=O ((2RS)-2-(2,4-difluorophenyl)-2-[(3R,6R)-3-(2,3-dihydro-1H-inden-2-yl)-6-isobutyl-2,5-dioxopiperazin-1-yl]-N-(2-hydroxyphenyl)ethanamide), C(=O)(N1C=NC=C1)N1C=NC=C1 (carbonyldiimidazole). Solvent: ClCCl (dichloromethane). Run at time 16 hour. The product is FC1=C(C=CC(=C1)F)C(C(=O)O)N1C([C@H](NC([C@H]1CC(C)C)=O)C1CC2=CC=CC=C2C1)=O ((2RS)-2-(2,4-difluorophenyl)-2-[(3R,6R)-3-(2,3-dihydro-1H-inden-2-yl)-6-isobutyl-2,5-dioxopiperazin-1-yl]-ethanoic acid). Yield: 69.0%. RXN SMILES: [F:1][C:2]1[CH:7]=[C:6]([F:8])[CH:5]=[CH:4][C:3]=1[CH:9]([N:20]1[C@H:25]([CH2:26][CH:27]([CH3:29])[CH3:28])[C:24](=[O:30])[NH:23][C@H:22]([CH:31]2[CH2:39][C:38]3[C:33](=[CH:34][CH:35]=[CH:36][CH:37]=3)[CH2:32]2)[C:21]1=[O:40])[C:10](NC1C=CC=CC=1O)=[O:11].C(N1C=CN=C1)(N1C=CN=C1)=[O:42]>ClCCl>[F:1][C:2]1[CH:7]=[C:6]([F:8])[CH:5]=[CH:4][C:3]=1[CH:9]([N:20]1[C@H:25]([CH2:26][CH:27]([CH3:28])[CH3:29])[C:24](=[O:30])[NH:23][C@H:22]([CH:31]2[CH2:32][C:33]3[C:38](=[CH:37][CH:36]=[CH:35][CH:34]=3)[CH2:39]2)[C:21]1=[O:40])[C:10]([OH:42])=[O:11]. Reported procedure: (2RS)-2-(2,4-difluorophenyl)-2-[(3R,6R)-3-(2,3-dihydro-1H-inden-2-yl)-6-isobutyl-2,5-dioxopiperazin-1-yl]-N-(2-hydroxyphenyl)ethanamide (2.650 g) was stirred in dichloromethane (20 ml) and carbonyldiimidazole (1.178 g) was added. the mixture was left at room temperature for 16 hours then the solvent was removed under reduced pressure. The residue was then taken up in 1:1 acetone:water (v/v) (80 ml) and left at room temperature for 30 minutes. The bulk of the acetone was then removed under reduce...